From a dataset of the Open Reaction Database (ORD), a public repository of structured organic reaction records. describe an organic reaction: reactants, conditions, products, and yield The reactants are bis(norbornadiene)rhodium(I) BF4, [H][H] (Hydrogen), C(C(=C)CC(=O)OC)(=O)OC (dimethyl itaconate), N#N (N2). Reagents/catalysts: [Pd] (Pd/C), C1=CC=C(C=C1)P(C2=CC=CC=C2)C3=CC=CC=C3.C1=CC=C(C=C1)P(C2=CC=CC=C2)C3=CC=CC=C3.C1=CC=C(C=C1)P(C2=CC=CC=C2)C3=CC=CC=C3.[Cl-].[Rh] (Tris(triphenylphosphine)rhodium(I) chloride), CN(C)[C@@H](C1=CC=CC=C1P(C2=CC=CC=C2)C3=CC=CC=C3)[C]4[CH][CH][CH][C]4P(C5=CC=CC=C5)C6=CC=CC=C6.[CH]1[CH][CH][CH][CH]1.[Fe] (Taniaphos). Conditions: time 10 minute. The product is CC(C(=O)OC)CC(=O)OC (Dimethyl 2-methylsuccinate). Isolated yield 98.0%. Reaction SMILES: [C:1]([O:10][CH3:11])(=[O:9])[C:2]([CH2:4][C:5]([O:7][CH3:8])=[O:6])=[CH2:3].N#N.[H][H]>[Pd].C1C=CC(P(C2C=CC=CC=2)C2C=CC=CC=2)=CC=1.C1C=CC(P(C2C=CC=CC=2)C2C=CC=CC=2)=CC=1.C1C=CC(P(C2C=CC=CC=2)C2C=CC=CC=2)=CC=1.[Cl-].[Rh].CN([C@H]([C]1[C](P(C2C=CC=CC=2)C2C=CC=CC=2)[CH][CH][CH]1)C1C(P(C2C=CC=CC=2)C2C=CC=CC=2)=CC=CC=1)C.[CH]1[CH][CH][CH][CH]1.[Fe]>[CH3:3][CH:2]([CH2:4][C:5]([O:7][CH3:8])=[O:6])[C:1]([O:10][CH3:11])=[O:9] |f:4.5.6.7.8,9.10.11,^1:78,79,93,94,95,116,117,118,119,120|. Procedure details: The catalyst [(10% Pd/C, 5.0 mg, 0.12 mol %), (Tris(triphenylphosphine)rhodium(I) chloride, 0.05 g, 1.35 mol %) (bis(norbornadiene)rhodium(I) BF4, Taniaphos, 0.003 mmol, 0.75 mol %)] was weighed into a dry 2-neck round bottom flask. The predried CIL (2.0 mL) was then added to the flask, followed by dimethyl itaconate 5 (0.63 g, 4.00 mmol) and 3 N2/vacuum cycles were performed. The reaction mixture was stirred for 10 minutes or until reaching 55° C. Hydrogen was then introduced to the reaction vi... The reactants are COC1=C(C=CC(=C1)CNCCCNCCCCNCCCN)O.C(C)(=O)OC1(OC2=C(C(C1)C(C)CCNC(C)=O)C=CC(=C2)C(C)CCCC2=CC=CC=C2)C (dl-5 acetoxy-4-(4-acetylamino-2-butyl)-2-methyl-7-(5-phenyl-2-pentyl)-3,4-dihydro-2H-benzopyran), C([O-])([O-])=O.[K+].[K+] (potassium carbonate). Run in CO (methanol). Product: C(C)(=O)NCCC(C)C1CC(OC2=C1C(=CC(=C2)C(C)CCCC2=CC=CC=C2)O)C (4-(4-Acetylamino-2-butyl)-5-hydroxy-2-methyl-7-(5-phenyl-2-pentyl)-3,4-dihydro-2H-benzopyran). RXN SMILES: COC1C=C(CNCCCNCCCCNCCCN)C=CC=1O.C(O[C:29]1([CH3:58])[CH2:34][CH:33]([CH:35]([CH2:37][CH2:38][NH:39][C:40](=[O:42])[CH3:41])[CH3:36])[C:32]2C=[CH:44][C:45]([CH:47]([CH2:49][CH2:50][CH2:51][C:52]3[CH:57]=[CH:56][CH:55]=[CH:54][CH:53]=3)[CH3:48])=[CH:46][C:31]=2[O:30]1)(=O)C.[C:59](=[O:62])([O-])[O-].[K+].[K+]>CO>[C:40]([NH:39][CH2:38][CH2:37][CH:35]([CH:33]1[C:32]2[C:59]([OH:62])=[CH:44][C:45]([CH:47]([CH2:49][CH2:50][CH2:51][C:52]3[CH:57]=[CH:56][CH:55]=[CH:54][CH:53]=3)[CH3:48])=[CH:46][C:31]=2[O:30][CH:29]([CH3:58])[CH2:34]1)[CH3:36])(=[O:42])[CH3:41] |f:0.1,2.3.4|. Reported procedure: A solution of 156 mg (0.335 mmole) dl-5-acetoxy-4-(4-acetylamino-2-butyl)-2-methyl-7-(5-phenyl-2-pentyl)-3,4-dihydro-2H-benzopyran and 46 mg (0.333 mmole) potassium carbonate in 40 ml of methanol is stirred at room temperature for two hours. After neutralization with acetic acid the mixture is evaporated in vacuo and the residue taken up in ethyl ether. The ether solution is washed successively with water, saturated sodium bicarbonate, brine and dried over magnesium sulfate. Evaporation of ether... The reactants are Cc1nc2ccnn2c(F)c1Cl, [K+], O=[Mn](=O)(=O)[O-], O. The product is O=C(O)c1nc2ccnn2c(F)c1Cl. Reaction SMILES: [Cl:7][c:8]1[c:9]([CH3:18])[n:10][c:11]2[n:12]([c:13]1[F:14])[n:15][cH:16][cH:17]2.[K+:6].[Mn:1](=[O:2])([O-:3])(=[O:4])=[O:5].[OH2:19]>>[OH:2][C:18]([c:9]1[c:8]([Cl:7])[c:13]([F:14])[n:12]2[c:11]([n:10]1)[cH:17][cH:16][n:15]2)=[O:19].